Dataset: the Open Reaction Database (ORD), a public repository of structured organic reaction records. Task: describe an organic reaction: reactants, conditions, products, and yield Reactants: C(C(=C)C)(=O)O (methacrylic acid), O (water). Product: C(C(=C)C)(=O)O (methacrylic acid), OC(C(=O)O)(C)C (α-hydroxyisobutyric acid). As a reaction SMILES: [C:1]([OH:6])(=[O:5])[C:2]([CH3:4])=[CH2:3].[OH2:7]>>[C:1]([OH:6])(=[O:5])[C:2]([CH3:4])=[CH2:3].[OH:7][C:2]([CH3:4])([CH3:3])[C:1]([OH:6])=[O:5]. Reported procedure: Finally, several other processes have become known (Stanford Research Institute Report, 11: 30) for oxidizing isobutene with nitric acid or a mixture of nitric acid and nitrogen dioxide, or mixtures thereof with acetic acid, to obtain α-hydroxyisobutyric acid, a precursor of methacrylic acid. By splitting off water, methacrylic acid is obtained from α-hydroxyisobutyric acid (German Pat. No. 1,568,948=British Pat. No. 1,080,473 and Canadian Pat. No. 771,714; DOS No. 1,768,253=British Pat. No. 1,1... Starting materials: N1(CCCC1)C=C(C(=O)OC)C(C1=C(C=C(C(=C1)F)Cl)Cl)=O (methyl 3-(1-pyrrolidinyl)-2-(2,4-dichloro-5-fluorobenzoyl)acrylate), C1(CC1)N (cyclopropylamine). The solvent is C1(=CC=CC=C1)C (toluene). Product: C1(CC1)NC=C(C(=O)OC)C(C1=C(C=C(C(=C1)F)Cl)Cl)=O (methyl 3-cyclopropylamino-2-(2,4-dichloro-5-fluorobenzoyl)acrylate). Yield: 74.4%. As a reaction SMILES: [N:1]1([CH:6]=[C:7]([C:12](=[O:22])[C:13]2[CH:18]=[C:17]([F:19])[C:16]([Cl:20])=[CH:15][C:14]=2[Cl:21])[C:8]([O:10][CH3:11])=[O:9])[CH2:5][CH2:4][CH2:3]C1.C1(N)CC1>C1(C)C=CC=CC=1>[CH:5]1([NH:1][CH:6]=[C:7]([C:12](=[O:22])[C:13]2[CH:18]=[C:17]([F:19])[C:16]([Cl:20])=[CH:15][C:14]=2[Cl:21])[C:8]([O:10][CH3:11])=[O:9])[CH2:4][CH2:3]1. Reported procedure: 3.5 g of methyl 3-(1-pyrrolidinyl)-2-(2,4-dichloro-5-fluorobenzoyl)acrylate are heated to boiling under reflux with 0.8 g of cyclopropylamine and 50 ml of toluene for one hour. The toluene is removed by distillation in vacuo, and the residue is recrystallized from acetonitrile. 2.5 g of methyl 3-cyclopropylamino-2-(2,4-dichloro-5-fluorobenzoyl)acrylate of melting point 150°-151° C. are obtained. Reactants: NCC(COC1=C(C=CC=C1)OCC)O ((-)-1-amino-3-(o-ethoxyphenoxy)-propan-2-ol), C(C1=CN=CC=C1)(=O)CC(C)=O (nicotinoyl-acetone). Reagents/catalysts: C(=O)O (formic acid). Solvent: C(C)O (ethanol). Yields the product C(C1=CN=CC=C1)(=O)C=C(C)NCC(COC1=C(C=CC=C1)OCC)O ((-)-1-(2-Nicotinoyl-1-methyl-vinylamino)-3-(o-ethoxyphenoxy)-propan-2-ol). Reaction SMILES: [NH2:1][CH2:2][CH:3]([OH:15])[CH2:4][O:5][C:6]1[CH:11]=[CH:10][CH:9]=[CH:8][C:7]=1[O:12][CH2:13][CH3:14].[C:16]([CH2:24][C:25](=O)[CH3:26])(=[O:23])[C:17]1[CH:22]=[CH:21][CH:20]=[N:19][CH:18]=1>C(O)C.C(O)=O>[C:16]([CH:24]=[C:25]([NH:1][CH2:2][CH:3]([OH:15])[CH2:4][O:5][C:6]1[CH:11]=[CH:10][CH:9]=[CH:8][C:7]=1[O:12][CH2:13][CH3:14])[CH3:26])(=[O:23])[C:17]1[CH:22]=[CH:21][CH:20]=[N:19][CH:18]=1. Procedure: 4.2 g of (-)-1-amino-3-(o-ethoxyphenoxy)-propan-2-ol (laevo-rotatory) ##STR38## are dissolved in 30 ml of ethanol, 3.3 g of the nicotinoyl-acetone ##STR39## are then added and the mixture is heated for 4 hours under reflux, with addition of 1 drop of formic acid as the catalyst. The clear solution is cooled to room temperature and concentrated in a water pump vacuum. An oil is left, which solidifies after a short time. The solid product is recrystallised from toluene. (-)-1-(2-Nicotinoyl-1-methy... Starting materials: solution, Cl (hydrogen chloride), FC=1C=C(CN2C(C(CSC3=C2C=CC=C3)NC(OC(C)(C)C)=O)=O)C=C(C1)F (tert-butyl [5-(3,5-difluoro-benzyl)-4-oxo-2,3,4,5-tetrahydro-1,5-benzothiazepin-3-yl]carbamate). Solvent: O1CCOCC1 (dioxane). Reaction conditions: time 3 hour. Yields the product Cl.NC1CSC2=C(N(C1=O)CC1=CC(=CC(=C1)F)F)C=CC=C2 (3-amino-5-(3,5-difluorobenzyl)-2,3-dihydro-5H-1,5-benzothiazepin-4-one hydrochloride). RXN SMILES: [F:1][C:2]1[CH:3]=[C:4]([CH:26]=[C:27]([F:29])[CH:28]=1)[CH2:5][N:6]1[C:12]2[CH:13]=[CH:14][CH:15]=[CH:16][C:11]=2[S:10][CH2:9][CH:8]([NH:17]C(=O)OC(C)(C)C)[C:7]1=[O:25].[ClH:30]>O1CCOCC1>[ClH:30].[NH2:17][CH:8]1[C:7](=[O:25])[N:6]([CH2:5][C:4]2[CH:3]=[C:2]([F:1])[CH:28]=[C:27]([F:29])[CH:26]=2)[C:12]2[CH:13]=[CH:14][CH:15]=[CH:16][C:11]=2[S:10][CH2:9]1 |f:3.4|. Procedure details: 520 mg of 53 (1.24 mmol) are taken up in a 25 ml round-bottomed flask and 10 ml of a solution of hydrogen chloride in dioxane (4M) are added. The mixture is stirred for 3 hours at room temperature under argon. After evaporating off the solvent, 470 mg of amine 54 are obtained in hydrochloride form, which product is used directly in the following step. Reactants: CCO, [OH-], [OH-], [Pd+2], COc1ccccc1C1(O)C(O)CC(c2ccccc2)(c2ccccc2)C2CN(C(=O)Cc3ccccc3OCc3ccccc3)CC21. Reaction SMILES: [CH3:52][CH2:53][OH:54].[OH-:49].[OH-:51].[Pd+2:50].[c:1]1([C:7]2([c:43]3[cH:44][cH:45][cH:46][cH:47][cH:48]3)[CH2:8][CH:9]([OH:42])[C:10]([OH:33])([c:34]3[c:35]([O:40][CH3:41])[cH:36][cH:37][cH:38][cH:39]3)[CH:11]3[CH2:12][N:13]([C:16]([CH2:17][c:18]4[c:19]([O:24][CH2:25][c:26]5[cH:27][cH:28][cH:29][cH:30][cH:31]5)[cH:20][cH:21][cH:22][cH:23]4)=[O:32])[CH2:14][CH:15]23)[cH:2][cH:3][cH:4][cH:5][cH:6]1>>[c:1]1([C:7]2([c:43]3[cH:44][cH:45][cH:46][cH:47][cH:48]3)[CH2:8][CH:9]([OH:42])[C:10]([OH:33])([c:34]3[c:35]([O:40][CH3:41])[cH:36][cH:37][cH:38][cH:39]3)[CH:11]3[CH2:12][N:13]([C:16]([CH2:17][c:18]4[c:19]([OH:24])[cH:20][cH:21][cH:22][cH:23]4)=[O:32])[CH2:14][CH:15]23)[cH:2][cH:3][cH:4][cH:5][cH:6]1. Product: COc1ccccc1C1(O)C(O)CC(c2ccccc2)(c2ccccc2)C2CN(C(=O)Cc3ccccc3O)CC21.